From a dataset of the Open Reaction Database (ORD), a public repository of structured organic reaction records. describe an organic reaction: reactants, conditions, products, and yield The reactants are C(C1=CC=CC=C1)(C1=CC=CC=C1)(C1=CC=CC=C1)N1C=NC(=C1)CC1=CC=C(C=C1)C#N (1-trityl-4-(4-cyanobenzyl)-imidazole), N1=C(C=CC=C1)C1=NC=C(C=C1)CO (2-(pyrid-2-yl)-5-hydroxymethyl-pyridine), C(C)(C)N(CC)C(C)C (diisopropylethylamine), FC(S(=O)(=O)OS(=O)(=O)C(F)(F)F)(F)F (trifluoromethanesulfonic anhydride). Run in ClCCl (dichloromethane), ClCCl (dichloromethane). Run at temperature -78 celsius, time 1 hour. Yields the product N1=C(C=CC=C1)C1=NC=C(C=C1)CN1C=NC=C1CC1=CC=C(C=C1)C#N (1-(2-(Pyrid-2-yl) pyrid-5-ylmethyl)-5-(4-cyanobenzyl)imidazole). As a reaction SMILES: [N:1]1[CH:6]=[CH:5][CH:4]=[CH:3][C:2]=1[C:7]1[CH:12]=[CH:11][C:10]([CH2:13]O)=[CH:9][N:8]=1.C(N(C(C)C)CC)(C)C.FC(F)(F)S(OS(C(F)(F)F)(=O)=O)(=O)=O.C([N:58]1[CH:62]=[C:61]([CH2:63][C:64]2[CH:69]=[CH:68][C:67]([C:70]#[N:71])=[CH:66][CH:65]=2)[N:60]=[CH:59]1)(C1C=CC=CC=1)(C1C=CC=CC=1)C1C=CC=CC=1>ClCCl>[N:1]1[CH:6]=[CH:5][CH:4]=[CH:3][C:2]=1[C:7]1[CH:12]=[CH:11][C:10]([CH2:13][N:60]2[C:61]([CH2:63][C:64]3[CH:69]=[CH:68][C:67]([C:70]#[N:71])=[CH:66][CH:65]=3)=[CH:62][N:58]=[CH:59]2)=[CH:9][N:8]=1. Procedure details: To a solution of 2-(pyrid-2-yl)-5-hydroxymethyl-pyridine (269 mg, 1.33 mmol) and diisopropylethylamine (0.464 mL, 2.66 mmol) in dichloromethane (7 mL) at -78° C. is added trifluoromethanesulfonic anhydride (0.224 mL, 1.33 mmol) and the mixture stirred at -78° C. for 1 hour. To this mixture is added a solution of 1-trityl-4-(4-cyanobenzyl)-imidazole (566 mg, 1.33 mmol) in dichloromethane (5 mL). The mixture is allowed to warm to ambient temperature and stirred for 2 hours. The solvent is evaporat... The reactants are CC=1C=CC(=C(C(=O)O)C1)[N+](=O)[O-] (5-methyl-2-nitrobenzoic acid), C([O-])([O-])=O.[K+].[K+] (potassium carbonate), CI (methyl iodide), Cl (hydrochloric acid). Run in CN(C=O)C (N,N-dimethylformamide), O (water). Reaction conditions: time 4 hour. Yields the product COC(C1=C(C=CC(=C1)C)[N+](=O)[O-])=O (5-methyl-2-nitrobenzoic acid methyl ester). As a reaction SMILES: [CH3:1][C:2]1[CH:3]=[CH:4][C:5]([N+:11]([O-:13])=[O:12])=[C:6]([CH:10]=1)[C:7]([OH:9])=[O:8].[C:14](=O)([O-])[O-].[K+].[K+].CI.Cl>CN(C)C=O.O>[CH3:14][O:8][C:7](=[O:9])[C:6]1[CH:10]=[C:2]([CH3:1])[CH:3]=[CH:4][C:5]=1[N+:11]([O-:13])=[O:12] |f:1.2.3|. Reported procedure: There was dissolved, in 200 mL of N,N-dimethylformamide, 20.0 g of 5-methyl-2-nitrobenzoic acid, 22.9 g of potassium carbonate and then 8.2 mL of methyl iodide were added to the resulting solution and the mixture was stirred at room temperature for 4 hours. To the reaction liquid, there were added 400 mL of water and 200 mL of a 1M hydrochloric acid solution, then extracted with 900 mL of ethyl acetate, the extract was washed with 200 mL of a saturated sodium hydrogen carbonate solution and 200 ... Reactants: O=C(O)CNC(=O)OCc1ccccc1, CCN1CCOCC1, COC(=O)C(Cc1ccccc1)NC(=O)C(N)Cc1ccccc1, CN(C)C=O, C(=NC1CCCCC1)=NC1CCCCC1, O=C(O)C(F)(F)F, On1nnc2ccccc21. Product: COC(=O)C(Cc1ccccc1)NC(=O)C(Cc1ccccc1)NC(=O)CNC(=O)OCc1ccccc1. RXN SMILES: [CH2:1]([c:2]1[cH:3][cH:4][cH:5][cH:6][cH:7]1)[O:8][C:9](=[O:10])[NH:11][CH2:12][C:13](=[O:14])[OH:15].[CH2:72]([N:73]1[CH2:74][CH2:75][O:76][CH2:77][CH2:78]1)[CH3:79].[CH3:48][O:49][C:50]([CH:51]([NH:52][C:53]([CH:54]([NH2:55])[CH2:56][c:57]1[cH:58][cH:59][cH:60][cH:61][cH:62]1)=[O:63])[CH2:64][c:65]1[cH:66][cH:67][cH:68][cH:69][cH:70]1)=[O:71].[CH3:80][N:81]([CH3:82])[CH:83]=[O:84].[CH:26]1([N:27]=[C:28]=[N:29][CH:30]2[CH2:31][CH2:32][CH2:33][CH2:34][CH2:35]2)[CH2:36][CH2:37][CH2:38][CH2:39][CH2:40]1.[F:41][C:42]([F:43])([F:44])[C:45]([OH:46])=[O:47].[OH:16][n:17]1[c:18]2[cH:19][cH:20][cH:21][cH:22][c:23]2[n:24][n:25]1>>[CH2:1]([c:2]1[cH:3][cH:4][cH:5][cH:6][cH:7]1)[O:8][C:9](=[O:10])[NH:11][CH2:12][C:13](=[O:15])[NH:55][CH:54]([C:53]([NH:52][CH:51]([C:50]([O:49][CH3:48])=[O:71])[CH2:64][c:65]1[cH:66][cH:67][cH:68][cH:69][cH:70]1)=[O:63])[CH2:56][c:57]1[cH:58][cH:59][cH:60][cH:61][cH:62]1. Starting materials: S1C(SCCC1)[Si](C)(C)C ((1,3-dithian-2-yl)trimethylsilane), C(CCC)[Li] (n-butyllithium), CC1(CC(CCC1)=O)C (3,3-dimethylcyclohexanone). The solvent is O1CCCC1 (tetrahydrofuran), O1CCCC1 (tetrahydrofuran), C(C)OCC (diethyl ether). Run at time 30 minute. Yields the product CC1(CC(CCC1)=C1SCCCS1)C (2-(3,3-dimethylcyclohexylidene)-1,3-dithiane). Reaction SMILES: [S:1]1[CH2:6][CH2:5][CH2:4][S:3][CH:2]1[Si](C)(C)C.C([Li])CCC.[CH3:16][C:17]1([CH3:24])[CH2:22][CH2:21][CH2:20][C:19](=O)[CH2:18]1>O1CCCC1.C(OCC)C>[CH3:16][C:17]1([CH3:24])[CH2:22][CH2:21][CH2:20][C:19](=[C:2]2[S:3][CH2:4][CH2:5][CH2:6][S:1]2)[CH2:18]1. Procedure: To a solution of (1,3-dithian-2-yl)trimethylsilane (5.0 g) in tetrahydrofuran at −78° C. was added n-butyllithium (1.6M, 16.24 mL). After stirring for 30 minutes, 3,3-dimethylcyclohexanone (3.3 g) was added as a solution in tetrahydrofuran and the reaction mixture was allowed to warm to room temperature. The reaction mixture was diluted with diethyl ether (100 mL), washed with water (50 mL) and brine (50 mL), dried over magnesium sulfate, filtered, and concentrated. Silica gel chromatography elu... The reactants are NC=1SC=C(N1)[C@H]1N(C[C@@H](C1)OS(=O)(=O)C)C(=O)OCC1=CC=C(C=C1)[N+](=O)[O-] ((2S, 4R) -2-(2-aminothiazol-4-yl)-4-methanesulfonyloxy-1-(4-nitrobenzyloxycarbonyl) pyrrolidine), [H-].[Na+] (sodium hydride), [H][H] (hydrogen), C(C)(=O)S (thioacetic S-acid). Run in CN(C=O)C (N,N-dimethylformamide), O (water), C(C)(=O)OCC (ethyl acetate), CN(C=O)C (N,N-dimethylformamide). The product is C(C)(=O)S[C@H]1C[C@H](N(C1)C(=O)OCC1=CC=C(C=C1)[N+](=O)[O-])C=1N=C(SC1)N ((2S, 4S)-4-acetylthio-2-(2 -aminothiazol-4-yl)-1-(4-nitrobenzyloxycarbonyl) pyrrolidine). As a reaction SMILES: [H-].[Na+].[C:3]([SH:6])(=[O:5])[CH3:4].[H][H].[NH2:9][C:10]1[S:11][CH:12]=[C:13]([C@@H:15]2[CH2:19][C@@H:18](OS(C)(=O)=O)[CH2:17][N:16]2[C:25]([O:27][CH2:28][C:29]2[CH:34]=[CH:33][C:32]([N+:35]([O-:37])=[O:36])=[CH:31][CH:30]=2)=[O:26])[N:14]=1>CN(C)C=O.O.C(OCC)(=O)C>[C:3]([S:6][C@@H:18]1[CH2:17][N:16]([C:25]([O:27][CH2:28][C:29]2[CH:30]=[CH:31][C:32]([N+:35]([O-:37])=[O:36])=[CH:33][CH:34]=2)=[O:26])[C@H:15]([C:13]2[N:14]=[C:10]([NH2:9])[S:11][CH:12]=2)[CH2:19]1)(=[O:5])[CH3:4] |f:0.1|. Procedure: To a suspension of sodium hydride (62.8% dispersion in mineral oil, 285 mg) in N,N-dimethylformamide (30 ml) was added thioacetic S-acid (0.54 ml) at 0°-5° C. under an atmosphere of nitrogen. After evolution of hydrogen ceased, the mixture was stirred at room temperature, and (2S, 4R) -2-(2-aminothiazol-4-yl)-4-methanesulfonyloxy-1-(4-nitrobenzyloxycarbonyl) pyrrolidine (1.6 g) in N,N-dimethylformamide (20 ml) was added thereto. The mixture was stirred at 90° C. for 5 hours and poured into a mix... Reactants: COC(=O)C=1C(=C2CC(C(N(C2=CN1)CC1=CC=CC=C1)=O)C1=CC=CC=C1)O (1-benzyl-5-hydroxy-2-oxo-3-phenyl-1,2,3,4-tetrahydro-[1,7]naphthyridine-6-carboxylic acid methyl ester), NCCC(=O)O (β-alanine), C[O-].[Na+] (NaOMe). Yield: 48.8%. Yields the product C(C1=CC=CC=C1)N1C(C(CC2=C(C(=NC=C12)C(=O)NCCC(=O)O)O)C1=CC=CC=C1)=O (3-[(1-Benzyl-5-hydroxy-2-oxo-3-phenyl-1,2,3,4-tetrahydro-[1,7]naphthyridine-6-carbonyl)-amino]-propionic acid). RXN SMILES: CO[C:3]([C:5]1[C:6]([OH:29])=[C:7]2[C:12](=[CH:13][N:14]=1)[N:11]([CH2:15][C:16]1[CH:21]=[CH:20][CH:19]=[CH:18][CH:17]=1)[C:10](=[O:22])[CH:9]([C:23]1[CH:28]=[CH:27][CH:26]=[CH:25][CH:24]=1)[CH2:8]2)=[O:4].[NH2:30][CH2:31][CH2:32][C:33]([OH:35])=[O:34].C[O-].[Na+]>>[CH2:15]([N:11]1[C:12]2[C:7](=[C:6]([OH:29])[C:5]([C:3]([NH:30][CH2:31][CH2:32][C:33]([OH:35])=[O:34])=[O:4])=[N:14][CH:13]=2)[CH2:8][CH:9]([C:23]2[CH:28]=[CH:27][CH:26]=[CH:25][CH:24]=2)[C:10]1=[O:22])[C:16]1[CH:21]=[CH:20][CH:19]=[CH:18][CH:17]=1 |f:2.3|. Procedure: A mixture of 1-benzyl-5-hydroxy-2-oxo-3-phenyl-1,2,3,4-tetrahydro-[1,7]naphthyridine-6-carboxylic acid methyl ester (22 mg, 0.057 mmol), β-alanine (657 mg, 7.4 mmol) and NaOMe solution (11 mL, 5.7 mmol, 0.5 M in MeOH) was refluxed for 48 h. After the mixture was cooled to r.t., the solvent was evaporated in vacuo. The residue was partitioned between EtOAc and water. 1 M HCl was added with vigorous stirring until pH about 2. The aqueous layer was extracted with additional EtOAc, and the organic l...